This data is from the Open Reaction Database (ORD), a public repository of structured organic reaction records. The task is: describe an organic reaction: reactants, conditions, products, and yield The yield is 81.8%. The reagents and catalysts are [Cu](I)I (copper iodide). Solvent: O1CCOCC1 (1,4-dioxane). Reported procedure: 6-Fluoro-3,4-dihydroisoquinolin-1(2H)-one (I-78d: 500 mg, 3.02938 mmol) was reacted with 3-iodo-4-cyclopropyl-pyridine 816 mg, 3.3323 mmol), 1,4-dioxane (10 mL), copper iodide (57.3 mg, 0.3 mmol), trans-N,N′-dimethyl-cyclohexyl-1,2-diamine (43 mg, 0.30 mmol) and potassium phosphate (1.92 g, 9.0 mmol) to afford the crude product. Purification by column chromatography on silica gel (2% methanol in CHCl3) afforded 700 mg of the product (81.9% yield). The product is C1(CC1)C1=C(C=NC=C1)N1C(C2=CC=C(C=C2CC1)F)=O (2-(4-cyclopropylpyridin-3-yl)-6-fluoro-3,4-dihydroisoquinolin-1(2H)-one). Reactants: FC=1C=C2CCNC(C2=CC1)=O (6-Fluoro-3,4-dihydroisoquinolin-1(2H)-one), IC=1C=NC=CC1C1CC1 (3-iodo-4-cyclopropyl-pyridine), trans-N,N′-dimethyl-cyclohexyl-1,2-diamine, P(=O)([O-])([O-])[O-].[K+].[K+].[K+] (potassium phosphate). As a reaction SMILES: [F:1][C:2]1[CH:3]=[C:4]2[C:9](=[CH:10][CH:11]=1)[C:8](=[O:12])[NH:7][CH2:6][CH2:5]2.I[C:14]1[CH:15]=[N:16][CH:17]=[CH:18][C:19]=1[CH:20]1[CH2:22][CH2:21]1.P([O-])([O-])([O-])=O.[K+].[K+].[K+]>[Cu](I)I.O1CCOCC1>[CH:20]1([C:19]2[CH:18]=[CH:17][N:16]=[CH:15][C:14]=2[N:7]2[CH2:6][CH2:5][C:4]3[C:9](=[CH:10][CH:11]=[C:2]([F:1])[CH:3]=3)[C:8]2=[O:12])[CH2:22][CH2:21]1 |f:2.3.4.5|. Reactants: FC=1C(=C(C=CC1)[C@H](C[C@@](C=O)(C(F)(F)F)O)C)OC ((2R*,4S*)-4-(3-fluoro-2-methoxyphenyl)-2-hydroxy-2-(trifluoromethyl)pentanal), NC1=C2C=NC(=NC2=C(C(=C1)F)F)C (5-amino-7,8-difluoro-2-methylquinazoline). Reagents/catalysts: [O-]CC.[O-]CC.[O-]CC.[O-]CC.[Ti+4] (titanium tetraethoxide). The product is FC1=CC(=C2C=NC(=NC2=C1F)C)N=C[C@@](C[C@H](C)C1=C(C(=CC=C1)F)OC)(O)C(F)(F)F ((2R*,4S*)-1-[(7,8-difluoro-2-methylquinazolin-5-yl)imino]-4-(3-fluoro-2-methoxyphenyl)-2-(trifluoromethyl)pentan-2-ol). RXN SMILES: [F:1][C:2]1[C:3]([O:19][CH3:20])=[C:4]([C@@H:8]([CH3:18])[CH2:9][C@:10]([OH:17])([C:13]([F:16])([F:15])[F:14])[CH:11]=O)[CH:5]=[CH:6][CH:7]=1.[NH2:21][C:22]1[CH:31]=[C:30]([F:32])[C:29]([F:33])=[C:28]2[C:23]=1[CH:24]=[N:25][C:26]([CH3:34])=[N:27]2>[O-]CC.[O-]CC.[O-]CC.[O-]CC.[Ti+4]>[F:32][C:30]1[C:29]([F:33])=[C:28]2[C:23]([CH:24]=[N:25][C:26]([CH3:34])=[N:27]2)=[C:22]([N:21]=[CH:11][C@:10]([C:13]([F:14])([F:15])[F:16])([OH:17])[CH2:9][C@@H:8]([C:4]2[CH:5]=[CH:6][CH:7]=[C:2]([F:1])[C:3]=2[O:19][CH3:20])[CH3:18])[CH:31]=1 |f:2.3.4.5.6|. Procedure: In the same way as in Example 1, 170 mg (0.58 mmol) of (2R*,4S*)-4-(3-fluoro-2-methoxyphenyl)-2-hydroxy-2-(trifluoromethyl)pentanal, 124 mg (0.60 mmol) of 5-amino-7,8-difluoro-2-methylquinazoline and 0.31 ml of titanium tetraethoxide are reacted to give (2R*,4S*)-1-[(7,8-difluoro-2-methylquinazolin-5-yl)imino]-4-(3-fluoro-2-methoxyphenyl)-2-(trifluoromethyl)pentan-2-ol. 85 mg of imine purified by column chromatography (silica gel, hexane/ethyl acetate 0-30%) are cyclized in the same way as in Ex... Starting materials: C(C)C=1C=C(C=CC1CC)C[C@H](C(=O)O)NC(=O)N1CCC(CC1)N1C(NC2=C(CC1)C=CC=C2)=O ((R)-3-(3,4-diethyl-phenyl)-2-{[4-(2-oxo-1,2,4,5-tetrahydro-1,3-benzodiazepin-3-yl)-piperidine-1-carbonyl]-amino}-propionic acid), CN(C1CNCCC1)C (dimethyl-piperidin-3-yl-amine). Yields the product C(C)C=1C=C(C[C@H](C(=O)N2CC(CCC2)N(C)C)NC(=O)N2CCC(CC2)N2C(NC3=C(CC2)C=CC=C3)=O)C=CC1CC (4-(2-oxo-1,2,4,5-tetrahydro-1,3-benzodiazepin-3-yl)-piperidine-1-carboxylic acid-[(R)-1-(3,4-diethyl-benzyl)-2-(3-dimethylamino-piperidin-1-yl)-2-oxo-ethyl]-amide). As a reaction SMILES: [CH2:1]([C:3]1[CH:4]=[C:5]([CH2:11][C@@H:12]([NH:16][C:17]([N:19]2[CH2:24][CH2:23][CH:22]([N:25]3[CH2:31][CH2:30][C:29]4[CH:32]=[CH:33][CH:34]=[CH:35][C:28]=4[NH:27][C:26]3=[O:36])[CH2:21][CH2:20]2)=[O:18])[C:13](O)=[O:14])[CH:6]=[CH:7][C:8]=1[CH2:9][CH3:10])[CH3:2].[CH3:37][N:38]([CH3:45])[CH:39]1[CH2:44][CH2:43][CH2:42][NH:41][CH2:40]1>>[CH2:1]([C:3]1[CH:4]=[C:5]([CH:6]=[CH:7][C:8]=1[CH2:9][CH3:10])[CH2:11][C@@H:12]([NH:16][C:17]([N:19]1[CH2:20][CH2:21][CH:22]([N:25]2[CH2:31][CH2:30][C:29]3[CH:32]=[CH:33][CH:34]=[CH:35][C:28]=3[NH:27][C:26]2=[O:36])[CH2:23][CH2:24]1)=[O:18])[C:13]([N:41]1[CH2:42][CH2:43][CH2:44][CH:39]([N:38]([CH3:45])[CH3:37])[CH2:40]1)=[O:14])[CH3:2]. Procedure details: Prepared analogously to Example 9i) from 400 mg (0.81 mmol) (R)-3-(3,4-diethyl-phenyl)-2-{[4-(2-oxo-1,2,4,5-tetrahydro-1,3-benzodiazepin-3-yl)-piperidine-1-carbonyl]-amino}-propionic acid and 130 mg (1.01 mmol) dimethyl-piperidin-3-yl-amine. The reactants are aldehyde, ClC1=C(C=C(C=C1)[C@@H](C(F)(F)F)NC=1C=CC(=C(C=O)C1)C)C (5-[(S)-1-(4-Chloro-3-methyl-phenyl)-2,2,2-trifluoro-ethylamino]-2-methyl-benzaldehyde), N1C[C@@H](CC1)C(=O)O ((R)-pyrrolidine-3-carboxylic acid), CC(=O)O (HOAc). Run in CO (MeOH). Reaction conditions: time 8 hour. Yields the product ClC1=C(C=C(C=C1)[C@@H](C(F)(F)F)NC=1C=CC(=C(CN2C[C@@H](CC2)C(=O)O)C1)C)C ((R)-1-{5-[(S)-1-(4-Chloro-3-methyl-phenyl)-2,2,2-trifluoro-ethylamino]-2-methyl-benzyl}-pyrrolidine-3-carboxylic acid). RXN SMILES: [Cl:1][C:2]1[CH:7]=[CH:6][C:5]([C@H:8]([NH:13][C:14]2[CH:15]=[CH:16][C:17]([CH3:22])=[C:18]([CH:21]=2)[CH:19]=O)[C:9]([F:12])([F:11])[F:10])=[CH:4][C:3]=1[CH3:23].[NH:24]1[CH2:28][CH2:27][C@@H:26]([C:29]([OH:31])=[O:30])[CH2:25]1.CC(O)=O>CO>[Cl:1][C:2]1[CH:7]=[CH:6][C:5]([C@H:8]([NH:13][C:14]2[CH:15]=[CH:16][C:17]([CH3:22])=[C:18]([CH:21]=2)[CH2:19][N:24]2[CH2:28][CH2:27][C@@H:26]([C:29]([OH:31])=[O:30])[CH2:25]2)[C:9]([F:11])([F:12])[F:10])=[CH:4][C:3]=1[CH3:23]. Procedure: To a solution of aldehyde INT 33 (2.50 g, 7.32 mmol) and (R)-pyrrolidine-3-carboxylic acid (0.93 g, 8.05 mmol) in MeOH (74 mL) was added HOAc (0.42 mL, 7.32 mmol) followed by PS—CNBH3 (2.5 mmol/g, 2.93 g, 7.32 mmol). The reaction mixture was stirred at room temperature overnight. The mixture was filtered through Celite. The filtrate was concentrated. The residue was taken up in EtOAc and washed with saturated aqueous NaHCO3 and water. The aqueous layers were extracted with EtOAc (2×). The combin... The reactants are C1CCOC1, COC(=O)C(C)(C)NC(=O)c1ccc2ccccc2c1OCc1ccc(OCC(F)(F)F)nc1, CO, CC(C)OC(C)C, Cl, [Na+], [OH-], O. The product is CC(C)(NC(=O)c1ccc2ccccc2c1OCc1ccc(OCC(F)(F)F)nc1)C(=O)O. As a reaction SMILES: [CH2:45]1[O:46][CH2:47][CH2:48][CH2:49]1.[CH3:1][O:2][C:3]([C:4]([CH3:5])([NH:6][C:7](=[O:8])[c:9]1[c:10]([O:19][CH2:20][c:21]2[cH:22][n:23][c:24]([O:27][CH2:28][C:29]([F:30])([F:31])[F:32])[cH:25][cH:26]2)[c:11]2[cH:12][cH:13][cH:14][cH:15][c:16]2[cH:17][cH:18]1)[CH3:33])=[O:34].[CH3:50][OH:51].[CH:38]([O:39][CH:40]([CH3:41])[CH3:42])([CH3:43])[CH3:44].[ClH:37].[Na+:36].[OH-:35].[OH2:52]>>[O:2]=[C:3]([C:4]([CH3:5])([NH:6][C:7](=[O:8])[c:9]1[c:10]([O:19][CH2:20][c:21]2[cH:22][n:23][c:24]([O:27][CH2:28][C:29]([F:30])([F:31])[F:32])[cH:25][cH:26]2)[c:11]2[cH:12][cH:13][cH:14][cH:15][c:16]2[cH:17][cH:18]1)[CH3:33])[OH:34]. Starting materials: CC(C)(C)C1CCC(O)CC1, ClCCl, C1CCOC1, CC(C)OC(=O)N=NC(=O)OC(C)C, CC1(c2ccc3c(C(F)(F)F)c(O)ccc3c2)COC(=O)N1, c1ccc(P(c2ccccc2)c2ccccc2)cc1. Product: CC1(c2ccc3c(C(F)(F)F)c(OC4CCC(C(C)(C)C)CC4)ccc3c2)COC(=O)N1. Reaction SMILES: [C:1]([CH3:2])([CH3:3])([CH3:4])[CH:5]1[CH2:6][CH2:7][CH:8]([OH:11])[CH2:9][CH2:10]1.[CH2:72]([Cl:73])[Cl:74].[O:53]1[CH2:54][CH2:55][CH2:56][CH2:57]1.[O:58]=[C:59]([O:60][CH:61]([CH3:62])[CH3:63])[N:64]=[N:65][C:66]([O:67][CH:68]([CH3:69])[CH3:70])=[O:71].[OH:12][c:13]1[c:14]([C:30]([F:31])([F:32])[F:33])[c:15]2[cH:16][cH:17][c:18]([C:23]3([CH3:29])[NH:24][C:25](=[O:28])[O:26][CH2:27]3)[cH:19][c:20]2[cH:21][cH:22]1.[c:34]1([P:35]([c:36]2[cH:37][cH:38][cH:39][cH:40][cH:41]2)[c:42]2[cH:43][cH:44][cH:45][cH:46][cH:47]2)[cH:48][cH:49][cH:50][cH:51][cH:52]1>>[C:1]([CH3:2])([CH3:3])([CH3:4])[CH:5]1[CH2:6][CH2:7][CH:8]([O:11][c:13]2[c:14]([C:30]([F:31])([F:32])[F:33])[c:15]3[cH:16][cH:17][c:18]([C:23]4([CH3:29])[NH:24][C:25](=[O:28])[O:26][CH2:27]4)[cH:19][c:20]3[cH:21][cH:22]2)[CH2:9][CH2:10]1. Starting materials: ClC1=CN=C2C(=N1)N=C(C=C2)N (3-chloropyrido[2,3-b]pyrazine-6-yl-amine), C(C)N=C=O (ethyl isocyanate), C(C)N=C=O (ethyl isocyanate). The solvent is N1=CC=CC=C1 (pyridine). Reaction conditions: temperature 75 celsius. The product is ClC1=CN=C2C(=N1)N=C(C=C2)NC(=O)NCC (1-(3-chloropyrido[2,3-b]pyrazine-6-yl)-3-ethyl-urea). As a reaction SMILES: [Cl:1][C:2]1[N:7]=[C:6]2[N:8]=[C:9]([NH2:12])[CH:10]=[CH:11][C:5]2=[N:4][CH:3]=1.[CH2:13]([N:15]=[C:16]=[O:17])[CH3:14]>N1C=CC=CC=1>[Cl:1][C:2]1[N:7]=[C:6]2[N:8]=[C:9]([NH:12][C:16]([NH:15][CH2:13][CH3:14])=[O:17])[CH:10]=[CH:11][C:5]2=[N:4][CH:3]=1. Reported procedure: 100 mg 3-chloropyrido[2,3-b]pyrazine-6-yl-amine (0.55 mmol) was presented in 5 ml predried pyridine and add 44 μL ethyl isocyanate (0.55 mmol) at room temperature. The mixture was stirred at 75° C. and then a total of 132 μL ethyl isocyanate (1.65 mmol) was added again over 18 hours to the reaction mixture in small amounts. Then the volatile components were removed in vacuum. The resulting solid was cleaned through column chromatography on silica gel (solvent dichloromethane/methanol). A light y... The reactants are BrBr (Bromine), CC=1SC=C(N1)C1=CC=C(C=C1)[N+](=O)[O-] (2-methyl-4-(4-nitrophenyl)-1,3-thiazole). Solvent: C(Cl)(Cl)Cl (chloroform). The product is BrC1=C(N=C(S1)C)C1=CC=C(C=C1)[N+](=O)[O-] (5-bromo-2-methyl-4-(4-nitrophenyl)-1,3-thiazole). Isolated yield 60.0%. Reaction SMILES: [Br:1]Br.[CH3:3][C:4]1[S:5][CH:6]=[C:7]([C:9]2[CH:14]=[CH:13][C:12]([N+:15]([O-:17])=[O:16])=[CH:11][CH:10]=2)[N:8]=1>C(Cl)(Cl)Cl>[Br:1][C:6]1[S:5][C:4]([CH3:3])=[N:8][C:7]=1[C:9]1[CH:10]=[CH:11][C:12]([N+:15]([O-:17])=[O:16])=[CH:13][CH:14]=1. Procedure: Bromine (6 mmol) was added dropwise to a solution of 2-methyl-4-(4-nitrophenyl)-1,3-thiazole (5 mmol) in chloroform (20 mL) and the solution refluxed for 4 h. The solvent was evaporated and the product purified by crystallization from ether to afford the title compound (60%). ESMS [M+H]+: 300.2 Reactants: COC1=C(C=CC=C1)NC(=O)[C@@H]1CC=2C(=NC=CC2)N1C([C@H](C(C)C)NC([C@H](C)N(C(OC(C)(C)C)=O)C)=O)=O (tert-butyl (S)-(2S)-1-((2S)-1-(2-(2-methoxyphenylcarbamoyl)-2,3-dihydro-1H-pyrrolo[2,3-b]pyridin-1-yl)-3-methyl-1-oxobutan-2-ylamino)-1-oxopropan-2-yl(methyl)carbamate), C(=O)(C(F)(F)F)O (TFA). Run in C(Cl)Cl (DCM). Reaction conditions: time 2 hour. The product is COC1=C(C=CC=C1)NC(=O)[C@@H]1CC=2C(=NC=CC2)N1C([C@H](C(C)C)NC([C@H](C)NC)=O)=O ((S)-1-[(S)-3-methyl-2-((S)-2-methylamino-propionylamino)-butyryl]-2,3-dihydro-1H-pyrrolo[2,3-b]pyridine-2-carboxylic acid (2-methoxyphenyl)-amide). Isolated yield 67.2%. RXN SMILES: [CH3:1][O:2][C:3]1[CH:8]=[CH:7][CH:6]=[CH:5][C:4]=1[NH:9][C:10]([C@H:12]1[N:20]([C:21](=[O:40])[C@@H:22]([NH:26][C:27](=[O:39])[C@@H:28]([N:30](C)[C:31](=O)OC(C)(C)C)[CH3:29])[CH:23]([CH3:25])[CH3:24])[C:15]2=[N:16][CH:17]=[CH:18][CH:19]=[C:14]2[CH2:13]1)=[O:11].C(O)(C(F)(F)F)=O>C(Cl)Cl>[CH3:1][O:2][C:3]1[CH:8]=[CH:7][CH:6]=[CH:5][C:4]=1[NH:9][C:10]([C@H:12]1[N:20]([C:21](=[O:40])[C@@H:22]([NH:26][C:27](=[O:39])[C@@H:28]([NH:30][CH3:31])[CH3:29])[CH:23]([CH3:25])[CH3:24])[C:15]2=[N:16][CH:17]=[CH:18][CH:19]=[C:14]2[CH2:13]1)=[O:11]. Reported procedure: For Example 10: To a solution of tert-butyl (S)-(2S)-1-((2S)-1-(2-(2-methoxyphenylcarbamoyl)-2,3-dihydro-1H-pyrrolo[2,3-b]pyridin-1-yl)-3-methyl-1-oxobutan-2-ylamino)-1-oxopropan-2-yl(methyl)carbamate (40 mg, 72.2 μmol, Eq: 1.00) in DCM (2 mL) was added TFA (1 mL, 13.0 mmol, Eq: 180) and the resulting solution was stirred at rt. After 2 h, the reaction mixture was concentrated in vacuo, the residue was treated with saturated aqueous NaHCO3 (5 mL) and the resulting mixture was extracted with DCM ... Starting materials: C(C)(C)(C)OC(NC(CCCC1=CC=C(C=C1)OC)C(N)=O)=O ([1-carbamoyl-4-(4-methoxy-phenyl)-butyl]-carbamic acid tert-butyl ester), CO (MeOH). Solvent: C1CCOC1 (THF). Yields the product C(C)(C)(C)OC(NC(CCCC1=CC=C(C=C1)OC)CN)=O ([1-Aminomethyl-4-(4-methoxy-phenyl)-butyl]-carbamic acid tert-butyl ester). As a reaction SMILES: [C:1]([O:5][C:6](=[O:23])[NH:7][CH:8]([C:20](=O)[NH2:21])[CH2:9][CH2:10][CH2:11][C:12]1[CH:17]=[CH:16][C:15]([O:18][CH3:19])=[CH:14][CH:13]=1)([CH3:4])([CH3:3])[CH3:2].CO>C1COCC1>[C:1]([O:5][C:6](=[O:23])[NH:7][CH:8]([CH2:20][NH2:21])[CH2:9][CH2:10][CH2:11][C:12]1[CH:13]=[CH:14][C:15]([O:18][CH3:19])=[CH:16][CH:17]=1)([CH3:4])([CH3:2])[CH3:3]. Procedure details: A solution of [1-carbamoyl-4-(4-methoxy-phenyl)-butyl]-carbamic acid tert-butyl ester (0.5 g, 1.48 mmol) in THF (15 mL) is treated dropwise with 1M borane-THF complex (4.47 mL, 4.47 mmol) and then heated at reflux for 2 h. After cooling to RT, MeOH (20 mL) is added and the mixture is heated again at reflux for 2 h. The solvent is removed in vacuo and the resulting oil is dissolved in DCM (10 mL) and filtered through Celite® (filter material). The filtrate is concentrated in vacuo to afford the t...